This data is from the Open Reaction Database (ORD), a public repository of structured organic reaction records. The task is: describe an organic reaction: reactants, conditions, products, and yield Starting materials: CC1=CC(=O)C(=C(C)C)CC1 (piperitenone), [Rh(cod)2]PF6, CC(C)(C)C1=CC(=CC(=C1OC)C(C)(C)C)P(C2=C(C3=C(C=C2)OCO3)C4=C(C=CC5=C4OCO5)P(C6=CC(=C(C(=C6)C(C)(C)C)OC)C(C)(C)C)C7=CC(=C(C(=C7)C(C)(C)C)OC)C(C)(C)C)C8=CC(=C(C(=C8)C(C)(C)C)OC)C(C)(C)C ((S)-DTBM-SEGPHOS), BrPPh3(CH2)4PPh3Br, [H][H] (hydrogen). Run in C(C)(=O)OCC (ethyl acetate). Reaction conditions: time 20 hour. Yields the product CC1CCC(=C(C)C)C(C1)O (pulegol). Isolated yield 88.7%. RXN SMILES: [CH3:1][C:2]1[CH2:11][CH2:10][C:6](=[C:7]([CH3:9])[CH3:8])[C:4](=[O:5])[CH:3]=1.CC(C1C(OC)=C(C(C)(C)C)C=C(P(C2C=C(C(C)(C)C)C(OC)=C(C(C)(C)C)C=2)C2C=CC3OCOC=3C=2C2C3OCOC=3C=CC=2P(C2C=C(C(C)(C)C)C(OC)=C(C(C)(C)C)C=2)C2C=C(C(C)(C)C)C(OC)=C(C(C)(C)C)C=2)C=1)(C)C.[H][H]>C(OCC)(=O)C>[CH3:1][CH:2]1[CH2:3][CH:4]([OH:5])[C:6](=[C:7]([CH3:8])[CH3:9])[CH2:10][CH2:11]1. Reported procedure: A 500 ml capacity autoclave was charged with 150 g (1 mol) of piperitenone, 18.6 mg (0.04 mmol) of [Rh(cod)2]PF6, 47.2 mg (0.04 mmol) of (S)-DTBM-SEGPHOS, 14.8 mg (0.02 mmol) of BrPPh3(CH2)4PPh3Br and 7.5 ml of ethyl acetate, and the reaction was carried out at 50° C. for 20 hours under a hydrogen pressure of 3 Mpa. After completion of the reaction, hydrogen was purged, the reaction solution was concentrated and then distillation was carried out under a reduced pressure to obtain 136.8 g of pule...